Dataset: the Open Reaction Database (ORD), a public repository of structured organic reaction records. Task: describe an organic reaction: reactants, conditions, products, and yield Reactants: N#CCBr, O=C([O-])[O-], CC(C)=O, [K+], [K+], CC(C)S(=O)(=O)NC1CCCCC1(O)c1ccc(O)cc1. The product is CC(C)S(=O)(=O)NC1CCCCC1(O)c1ccc(OCC#N)cc1. Reaction SMILES: [Br:22][CH2:23][C:24]#[N:25].[C:26](=[O:27])([O-:28])[O-:29].[CH3:32][C:33](=[O:34])[CH3:35].[K+:30].[K+:31].[OH:1][C:2]1([c:15]2[cH:16][cH:17][c:18]([OH:21])[cH:19][cH:20]2)[CH:3]([NH:8][S:9](=[O:10])(=[O:11])[CH:12]([CH3:13])[CH3:14])[CH2:4][CH2:5][CH2:6][CH2:7]1>>[OH:1][C:2]1([c:15]2[cH:16][cH:17][c:18]([O:21][CH2:23][C:24]#[N:25])[cH:19][cH:20]2)[CH:3]([NH:8][S:9](=[O:10])(=[O:11])[CH:12]([CH3:13])[CH3:14])[CH2:4][CH2:5][CH2:6][CH2:7]1.